This data is from the Open Reaction Database (ORD), a public repository of structured organic reaction records. The task is: describe an organic reaction: reactants, conditions, products, and yield The reactants are ClC=1C(=NC(=CN1)N)N (3-chloro-pyrazine-2,6-diamine), C(C(=O)Cl)(=O)Cl (Oxalyl chloride), CC1=C(C=NO1)C(=O)O (5-Methyl-isoxazole-4-carboxylic acid). Reagents/catalysts: CN(C=O)C (dimethylformamide). The solvent is N1=CC=CC=C1 (pyridine), ClCCl (dichloromethane). Run at time 5 hour. The product is NC1=C(N=CC(=N1)NC(=O)C=1C=NOC1C)Cl (N-(6-Amino-5-chloropyrazin-2-yl)-5-methylisoxazole-4-carboxamide). Yield: 30.9%. Reaction SMILES: C(Cl)(=O)C(Cl)=O.[CH3:7][C:8]1[O:12][N:11]=[CH:10][C:9]=1[C:13]([OH:15])=O.[Cl:16][C:17]1[C:18]([NH2:24])=[N:19][C:20]([NH2:23])=[CH:21][N:22]=1>ClCCl.CN(C)C=O.N1C=CC=CC=1>[NH2:24][C:18]1[N:19]=[C:20]([NH:23][C:13]([C:9]2[CH:10]=[N:11][O:12][C:8]=2[CH3:7])=[O:15])[CH:21]=[N:22][C:17]=1[Cl:16]. Procedure details: Oxalyl chloride (0.8 ml, 10.3 mmol) was added to a solution of 5-Methyl-isoxazole-4-carboxylic acid (1 g, 6.9 mmol) in dichloromethane (30 ml) followed by 1 drop of dimethylformamide. The mixture was stirred at room temperature for 5 hours before concentrating in vacuo and azeotroping with dichloromethane. The residue was taken up in pyridine (3 ml) and added to a solution of 3-chloro-pyrazine-2,6-diamine (Preparation 1) (0.65 g, 4.6 mmol) in anhydrous pyridine (30 ml) and the mixture heated at ... The reactants are CC1=C(C=CC=C1C)OC (2,3-dimethylanisole), C(C)C(C(=O)Cl)(C(=O)Cl)CC (2,2-diethylmalonyl chloride), [Cl-].[Al+3].[Cl-].[Cl-] (aluminum chloride). Run in CCCCCC (hexane). Conditions: temperature 0 celsius. The product is C(C)C1(C(C2=CC(=C(C(=C2C1=O)C)C)OC)=O)CC (2,2-Diethyl-4,5-dimethyl-6-methoxy-indan-1,3-dione). Reaction SMILES: [CH3:1][C:2]1[C:7]([CH3:8])=[CH:6][CH:5]=[CH:4][C:3]=1[O:9][CH3:10].[CH2:11]([C:13]([CH2:20][CH3:21])([C:17](Cl)=[O:18])[C:14](Cl)=[O:15])[CH3:12].[Cl-].[Al+3].[Cl-].[Cl-]>CCCCCC>[CH2:11]([C:13]1([CH2:20][CH3:21])[C:14](=[O:15])[C:6]2[C:5](=[CH:4][C:3]([O:9][CH3:10])=[C:2]([CH3:1])[C:7]=2[CH3:8])[C:17]1=[O:18])[CH3:12] |f:2.3.4.5|. Procedure: A stirred mixture of 2,3-dimethylanisole (6.8 g., 0.05 mole) and 2,2-diethylmalonyl chloride (10 g., 0.051 mole) in hexane (75ml.) is cooled to 0°C. and treated with aluminum chloride (13.5 g., 0.11 mole) in several portions over a 15 minute period. The reaction is heated at reflux for 2 hours, the hexane is distilled at reduced pressure, the product treated with cold 1N-hydrochloric acid, extracted into ether, washed with water, 5% sodium hydroxide, water then dried over magnesium sulfate. Evap... Starting materials: CCOC(=O)C1(N=C(c2ccccc2)c2ccccc2)CC2CCC(C1)O2, CCOCC, Cl. The product is CCOC(=O)C1(N)CC2CCC(C1)O2, Cl. Reaction SMILES: [CH2:1]([CH3:2])[O:3][C:4](=[O:5])[C:6]1([N:14]=[C:15]([c:16]2[cH:17][cH:18][cH:19][cH:20][cH:21]2)[c:22]2[cH:23][cH:24][cH:25][cH:26][cH:27]2)[CH2:7][CH:8]2[CH2:9][CH2:10][CH:11]([CH2:12]1)[O:13]2.[CH3:29][CH2:30][O:31][CH2:32][CH3:33].[ClH:28]>>[CH2:1]([CH3:2])[O:3][C:4](=[O:5])[C:6]1([NH2:14])[CH2:7][CH:8]2[CH2:9][CH2:10][CH:11]([CH2:12]1)[O:13]2.[ClH:28]. RXN SMILES: [Br:13][N:14]1[C:15](=[O:16])[CH2:17][CH2:18][C:19]1=[O:20].[C:21]([O:22][O:23][C:24](=[O:25])[c:26]1[cH:27][cH:28][cH:29][cH:30][cH:31]1)(=[O:32])[c:33]1[cH:34][cH:35][cH:36][cH:37][cH:38]1.[C:39]([Cl:40])([Cl:41])([Cl:42])[Cl:43].[CH3:1][O:2][C:3]([c:4]1[c:5]([CH3:11])[c:6]([Cl:10])[cH:7][cH:8][cH:9]1)=[O:12]>>[CH3:1][O:2][C:3]([c:4]1[c:5]([CH2:11][Br:13])[c:6]([Cl:10])[cH:7][cH:8][cH:9]1)=[O:12]. Starting materials: O=C1CCC(=O)N1Br, O=C(OOC(=O)c1ccccc1)c1ccccc1, ClC(Cl)(Cl)Cl, COC(=O)c1cccc(Cl)c1C. Yields the product COC(=O)c1cccc(Cl)c1CBr. Reactants: CCCC1CCC(C2CCC(CCC(=O)O)CC2)CC1, CN(C)c1ccncc1, C(=NC1CCCCC1)=NC1CCCCC1, ClCCl, CCOc1ccc(O)c(F)c1F, O. Yields the product CCCC1CCC(C2CCC(CCC(=O)Oc3ccc(OCC)c(F)c3F)CC2)CC1. RXN SMILES: [CH2:1]([CH2:2][CH3:3])[CH:4]1[CH2:5][CH2:6][CH:7]([CH:10]2[CH2:11][CH2:12][CH:13]([CH2:16][CH2:17][C:18](=[O:19])[OH:20])[CH2:14][CH2:15]2)[CH2:8][CH2:9]1.[CH3:52][N:53]([CH3:54])[c:55]1[cH:56][cH:57][n:58][cH:59][cH:60]1.[CH:33]1([N:34]=[C:35]=[N:36][CH:37]2[CH2:38][CH2:39][CH2:40][CH2:41][CH2:42]2)[CH2:43][CH2:44][CH2:45][CH2:46][CH2:47]1.[Cl:49][CH2:50][Cl:51].[F:21][c:22]1[c:23]([OH:32])[cH:24][cH:25][c:26]([O:29][CH2:30][CH3:31])[c:27]1[F:28].[OH2:48]>>[CH2:1]([CH2:2][CH3:3])[CH:4]1[CH2:5][CH2:6][CH:7]([CH:10]2[CH2:11][CH2:12][CH:13]([CH2:16][CH2:17][C:18](=[O:19])[O:20][c:23]3[c:22]([F:21])[c:27]([F:28])[c:26]([O:29][CH2:30][CH3:31])[cH:25][cH:24]3)[CH2:14][CH2:15]2)[CH2:8][CH2:9]1. Starting materials: FC(C=1C=C(C=C(C1)C(F)(F)F)CC(=O)O)(F)F (3,5-Bis(trifluoromethyl)phenylacetic acid), CO (methanol), S(=O)(Cl)Cl (thionyl chloride). Run at temperature 4 celsius, time 30 minute. The product is FC(C=1C=C(C=C(C1)C(F)(F)F)CC(=O)OC)(F)F (Methyl 3,5-bis(trifluoromethyl)phenylacetate). The yield is 100.0%. As a reaction SMILES: [F:1][C:2]([F:18])([F:17])[C:3]1[CH:4]=[C:5]([CH2:13][C:14]([OH:16])=[O:15])[CH:6]=[C:7]([C:9]([F:12])([F:11])[F:10])[CH:8]=1.S(Cl)(Cl)=O.[CH3:23]O>>[F:1][C:2]([F:17])([F:18])[C:3]1[CH:4]=[C:5]([CH2:13][C:14]([O:16][CH3:23])=[O:15])[CH:6]=[C:7]([C:9]([F:11])([F:12])[F:10])[CH:8]=1. Reported procedure: 3,5-Bis(trifluoromethyl)phenylacetic acid (10.0 ·, 36.7 mmol), was dissolved in methanol (150 ml). The solution was cooled to 4° C. under an atmosphere of dry nitrogen, and thionyl chloride (10 ml) was added dropwise with vigorous stirring over 30 minutes. The mixture was warmed to room temperature, and then stirred for 1 hour. The solvents were evaporated at reduced pressure, the residue dissolved in diethyl ether (150 ml), washed with saturated aqueous NaHCO3, dried (Na2 SO4), and evaporated t...